This data is from the Open Reaction Database (ORD), a public repository of structured organic reaction records. The task is: describe an organic reaction: reactants, conditions, products, and yield Run in C1(=CC=CC=C1)C (toluene), CCOC(=O)C (EtOAc). Reaction SMILES: [CH3:1][O:2][C:3]1[CH:4]=[C:5]2[C:10](=[CH:11][C:12]=1[O:13][CH3:14])[N:9]=[CH:8][CH:7]=[C:6]2OC1C=C2C(=CC=1)C=C(NC(OCC1C=CC=CC=1)=O)C=C2.[Br:37][C:38]1[CH:39]=[C:40]2[C:45](=[CH:46][CH:47]=1)[C:44]([F:48])=[C:43]([OH:49])[CH:42]=[CH:41]2>CN(C1C=CN=CC=1)C.C1(C)C=CC=CC=1.CCOC(C)=O>[CH3:1][O:2][C:3]1[CH:4]=[C:5]2[C:10](=[CH:11][C:12]=1[O:13][CH3:14])[N:9]=[CH:8][CH:7]=[C:6]2[O:49][C:43]1[CH:42]=[CH:41][C:40]2[C:45](=[CH:46][CH:47]=[C:38]([Br:37])[CH:39]=2)[C:44]=1[F:48]. Reported procedure: A mixture of 4-chloro-6,7-dimethoxy-quinoline (prepared as in Example 1, Step b)(371 mg, 1.66 mmol), 6-bromo-1-fluoro-naphthalen-2-ol (Step a, 400 mg, 1.66 mmol) and DMAP (203 mg, 1.66 Aldrich) in toluene (in a microwave tube) was heated in a microwave oven (Personal Chemistry, Emrys Optimizer) at 180° C. for 2 h. The mixture was cooled to RT and diluted with 30 mL of EtOAc. The solution was washed with 10 mL of brine twice, dried over Na2SO4 and concentrated in vacuo. The residue was further pu... Conditions: temperature 180 celsius. Yields the product COC=1C=C2C(=CC=NC2=CC1OC)OC1=C(C2=CC=C(C=C2C=C1)Br)F (2-(6,7-dimethoxy-4-quinolyloxy)-6-bromo-1-fluoronaphthalene). The reagents and catalysts are CN(C)C=1C=CN=CC1 (DMAP). Starting materials: COC=1C=C2C(=CC=NC2=CC1OC)OC=1C=C2C=CC(=CC2=CC1)NC(=O)OCC1=CC=CC=C1 (N-[6-(6,7-dimethoxy(4-quinolyloxy))(2-naphthyl)](phenylmethoxy)carboxamide), BrC=1C=C2C=CC(=C(C2=CC1)F)O (6-bromo-1-fluoro-naphthalen-2-ol). Reactants: BrC1=CC(=C(C(=C1)F)F)F (1-bromo-3,4,5-trifluorobenzene), C(CCC)C1=CC=C(C=C1)C1CC=C(CC1)C1=CC(=C(C(=C1)F)F)F (1-[4-(4-butylphenyl)cyclohexen-1-yl]-3,4,5-trifluorobenzene), C(CCC)C1=CC=C(C=C1)C1CCC(CC1)=O (4-(4-butylphenyl)-cyclohexanone). The product is raw material, C(CCC)C1=CC=C(C=C1)C=1C(=CC=CC1)C1=CC(=C(C(=C1)F)F)F (4"-butyl-3,4,5-trifluoroterphenyl). As a reaction SMILES: C(C1C=CC([CH:11]2[CH2:16][CH2:15][C:14]([C:17]3[CH:22]=[C:21]([F:23])[C:20]([F:24])=[C:19]([F:25])[CH:18]=3)=[CH:13][CH2:12]2)=CC=1)CCC.[CH2:26]([C:30]1[CH:35]=[CH:34][C:33](C2CCC(=O)CC2)=[CH:32][CH:31]=1)[CH2:27][CH2:28][CH3:29].BrC1C=C(F)C(F)=C(F)C=1>>[CH2:26]([C:30]1[CH:35]=[CH:34][C:33]([C:13]2[C:14]([C:17]3[CH:18]=[C:19]([F:25])[C:20]([F:24])=[C:21]([F:23])[CH:22]=3)=[CH:15][CH:16]=[CH:11][CH:12]=2)=[CH:32][CH:31]=1)[CH2:27][CH2:28][CH3:29]. Reported procedure: Using 1-[4-(4-butylphenyl)cyclohexen-1-yl]-3,4,5-trifluorobenzene obtained by reacting 4-(4-butylphenyl)-cyclohexanone with 1-bromo-3,4,5-trifluorobenzene, as a starting raw material, 4"-butyl-3,4,5-trifluoroterphenyl was obtained in the same manner as in Example 3. RXN SMILES: [Br:1][c:2]1[cH:3][c:4]([CH2:11][C:12](=[O:13])[OH:14])[c:5]([C:6](=[O:7])[OH:8])[cH:9][cH:10]1.[CH3:15][C:16](=[O:17])[Cl:18].[CH3:19][C:20](=[O:21])[CH3:22]>>[Br:1][c:2]1[cH:3][c:4]2[c:5]([cH:9][cH:10]1)[C:6](=[O:8])[O:14][C:12](=[O:13])[CH2:11]2. The reactants are O=C(O)Cc1cc(Br)ccc1C(=O)O, CC(=O)Cl, CC(C)=O. Yields the product O=C1Cc2cc(Br)ccc2C(=O)O1.